From a dataset of the Open Reaction Database (ORD), a public repository of structured organic reaction records. describe an organic reaction: reactants, conditions, products, and yield Starting materials: C(C=C)O (allyl alcohol), [Na] (sodium), O(CC1OC1)CC1OC1 (2,2'-(oxybismethylene)bisoxirane). Solvent: O (water). Run at time 2.5 hour. Product: C(C=C)OCC1COCC(O1)CO (6-[(2-Propenyloxy)methyl]-1,4-dioxane-2-methanol). Isolated yield 17.0%. As a reaction SMILES: [CH2:1]([OH:4])[CH:2]=[CH2:3].[Na].[O:6]([CH2:11][CH:12]1[CH2:14][O:13]1)[CH2:7][CH:8]1[CH2:10][O:9]1>O>[CH2:1]([O:4][CH2:14][CH:12]1[O:13][CH:8]([CH2:10][OH:9])[CH2:7][O:6][CH2:11]1)[CH:2]=[CH2:3] |^1:4|. Procedure details: 136 ml of allyl alcohol (2.0 mole, Aldrich) is stirred under nitrogen at room temperature and 0.25 g of sodium is added to the mixture and stirring continued for 2.5 hours. Then 13.1 g of 2,2'-(oxybismethylene)bisoxirane (0.1 mole) is added and the mixture then heated at reflux for 18 hours. The mixture is then cooled to room temperature and with stirring is poured into 350 ml of water. The aqueous mixture is extracted with 2×200 ml portions of chloroform, the CHCl3 extracts are combined and dri... The reactants are C(C)(C)(C)OC(=O)N[C@@]12CN(C([C@]2(CCC1)C)=O)[C@H](C)C1=CC=CC=C1 ((1S,5S)-1-(tert-Butoxycarbonylamino)-5-methyl-4-oxo-3-[(1R)-1-phenylethyl]-3-azabicyclo[3.3.0]octane), [H][H] (hydrogen). The reagents and catalysts are [C].[Pd] (palladium-carbon). Run in C(C)O (ethanol). The product is C(C)(C)(C)OC(=O)N[C@@]12CNC([C@]2(CCC1)C)=O ((1S,5S)-1-(tert-Butoxycarbonylamino)-5-methyl-4-oxo-3-azabicyclo[3.3.0]octane). The yield is 89.4%. As a reaction SMILES: [C:1]([O:5][C:6]([NH:8][C@@:9]12[CH2:16][CH2:15][CH2:14][C@:13]1([CH3:17])[C:12](=[O:18])[N:11]([C@@H](C1C=CC=CC=1)C)[CH2:10]2)=[O:7])([CH3:4])([CH3:3])[CH3:2].[H][H]>C(O)C.[C].[Pd]>[C:1]([O:5][C:6]([NH:8][C@@:9]12[CH2:16][CH2:15][CH2:14][C@:13]1([CH3:17])[C:12](=[O:18])[NH:11][CH2:10]2)=[O:7])([CH3:4])([CH3:2])[CH3:3] |f:3.4|. Procedure details: (1S,5S)-1-(tert-Butoxycarbonylamino)-5-methyl-4-oxo-3-[(1R)-1-phenylethyl]-3-azabicyclo[3.3.0]octane (77 mg, 0.22 mmol) was dissolved in ethanol (6.0 mL). 10% palladium-carbon (50% wet) (69 mg) was added, and the mixture was stirred in a hydrogen atmosphere at 45° C. for 19.5 hours. After removing the catalyst by filtration, the filtrate was concentrated under reduced pressure to give 50 mg of the title compound as a pale yellow oil.